Dataset: the Open Reaction Database (ORD), a public repository of structured organic reaction records. Task: describe an organic reaction: reactants, conditions, products, and yield The reactants are tert-butyl 2-hydroxyethyl (methyl)carbamate, O (water), N1=CC=CC=C1 (pyridine), C(OCCOC)(=O)Cl (2-methoxyethyl chlorocarbonate). Run in C(C)(=O)OCC (ethyl acetate), C(C)(=O)OCC (ethyl acetate). Reaction conditions: time 8 hour. Product: Cl.C(OCCOC)(OCCNC)=O (2-Methoxyethyl 2-(methylamino)ethyl carbonate hydrochloride). RXN SMILES: [N:1]1[CH:6]=[CH:5]C=C[CH:2]=1.[C:7]([Cl:14])(=[O:13])[O:8][CH2:9][CH2:10][O:11][CH3:12].[OH2:15]>C(OCC)(=O)C>[ClH:14].[C:7](=[O:13])([O:15][CH2:5][CH2:6][NH:1][CH3:2])[O:8][CH2:9][CH2:10][O:11][CH3:12] |f:4.5|. Procedure details: To a mixture of tert-butyl 2-hydroxyethyl (methyl)carbamate (1.75 g) obtained in Reference Example 1 and ethyl acetate (20 mL) was added pyridine (1.62 mL) and a solution (5 mL) of 2-methoxyethyl chlorocarbonate (2.77 g) in ethyl acetate was dropwise added slowly, and the mixture was stirred overnight at room temperature. After concentration of the reaction mixture under reduced pressure, water (50 mL) was added, the mixture was extracted with ethyl acetate (50 mL). The mixture was washed with 5... Reactants: C(C)OC(N(CC1=CC=CC=C1)C1=C(C(=NC(=C1)C1=C(C=CC=C1)F)N)[N+](=O)[O-])=O ([2-Amino-6-(2-fluoro-phenyl)-3-nitro-pyridin-4-yl]-benzyl-carbamic acid ethyl ester). The reagents and catalysts are [Zn] (Zinc), [Zn] (zinc). The solvent is C(C)(=O)O (acetic acid), CO (methanol). Conditions: time 2 hour. Yields the product NC1=NC(=CC2=C1NC(N2CC2=CC=CC=C2)=O)C2=C(C=CC=C2)F (4-Amino-1-benzyl-6-(2-fluoro-phenyl)-1,3-dihydro-imidazo[4,5-c]pyridin-2-one). The yield is 31.7%. RXN SMILES: C(O[C:4](=[O:30])[N:5]([C:13]1[CH:18]=[C:17]([C:19]2[CH:24]=[CH:23][CH:22]=[CH:21][C:20]=2[F:25])[N:16]=[C:15]([NH2:26])[C:14]=1[N+:27]([O-])=O)[CH2:6][C:7]1[CH:12]=[CH:11][CH:10]=[CH:9][CH:8]=1)C>C(O)(=O)C.CO.[Zn]>[NH2:26][C:15]1[C:14]2[NH:27][C:4](=[O:30])[N:5]([CH2:6][C:7]3[CH:8]=[CH:9][CH:10]=[CH:11][CH:12]=3)[C:13]=2[CH:18]=[C:17]([C:19]2[CH:24]=[CH:23][CH:22]=[CH:21][C:20]=2[F:25])[N:16]=1. Procedure: [2-Amino-6-(2-fluoro-phenyl)-3-nitro-pyridin-4-yl]-benzyl-carbamic acid ethyl ester (31 mg) was dissolved in acetic acid (1 ml). Zinc powder (Aldrich, 99%, 20 mg) was added and the mixture left to stir at room temperature under nitrogen for 2 hours. Additional zinc powder (30 mg) was added and mixture left to stir for a further 1 hour. The reaction mixture was diluted with methanol (2 ml) then filtered directly onto a cation exchange cartridge (Bakerbond SCX, sulphonic acid bonded-phase, 1 g). T... The reactants are CC(C)C(=O)Nc1cccc(C2CCN(CCC(O)c3ccc4c(c3)CCC4)CC2)c1, Oc1ccccc1. Product: CC(C)C(=O)Nc1cccc(C2CCN(CCC(Oc3ccccc3)c3ccc4c(c3)CCC4)CC2)c1. RXN SMILES: [CH2:1]1[CH2:2][CH2:3][c:4]2[cH:5][c:6]([CH:10]([CH2:11][CH2:12][N:13]3[CH2:14][CH2:15][CH:16]([c:19]4[cH:20][c:21]([NH:25][C:26]([CH:27]([CH3:28])[CH3:29])=[O:30])[cH:22][cH:23][cH:24]4)[CH2:17][CH2:18]3)[OH:31])[cH:7][cH:8][c:9]21.[OH:32][c:33]1[cH:34][cH:35][cH:36][cH:37][cH:38]1>>[CH2:1]1[CH2:2][CH2:3][c:4]2[cH:5][c:6]([CH:10]([CH2:11][CH2:12][N:13]3[CH2:14][CH2:15][CH:16]([c:19]4[cH:20][c:21]([NH:25][C:26]([CH:27]([CH3:28])[CH3:29])=[O:30])[cH:22][cH:23][cH:24]4)[CH2:17][CH2:18]3)[O:31][c:33]3[cH:34][cH:35][cH:36][cH:37][cH:38]3)[cH:7][cH:8][c:9]21. The reactants are NC1=NNC=C1C#N (3-aminopyrazole-4-carbonitrile), C(C)(=O)O.OC=CC(=O)C1=CC(=CC=C1)C(F)(F)F (3-hydroxy-3'-(trifluoromethyl)acrylophenone acetate), C(C)O (ethanol). Solvent: C(Cl)Cl (methylene chloride). Product: FC(C1=CC(=CC=C1)C1=CC=NC=2N1N=CC2C#N)(F)F (7-(α,α,α-Trifluoro-m-tolyl)pyrazolo[1,5-a]pyrimidine-3-carbonitrile). As a reaction SMILES: [NH2:1][C:2]1[C:6]([C:7]#[N:8])=[CH:5][NH:4][N:3]=1.C(O)(=O)C.O[CH:14]=[CH:15][C:16]([C:18]1[CH:23]=[CH:22][CH:21]=[C:20]([C:24]([F:27])([F:26])[F:25])[CH:19]=1)=O.C(O)C>C(Cl)Cl>[F:25][C:24]([F:26])([F:27])[C:20]1[CH:21]=[CH:22][CH:23]=[C:18]([C:16]2[N:3]3[N:4]=[CH:5][C:6]([C:7]#[N:8])=[C:2]3[N:1]=[CH:14][CH:15]=2)[CH:19]=1 |f:1.2|. Procedure details: A solution of 0.54 g. of 3-aminopyrazole-4-carbonitrile and 1.29 g. of 3-hydroxy-3'-(trifluoromethyl)acrylophenone acetate in 25 ml. of absolute ethanol is refluxed for 15 hours. The mixture is cooled and filtered giving a solid which is dissolved in methylene chloride and treated as described in Example 1, giving the desired product, m.p. 141°-142.5° C. Reactants: C(CCCCCCCN)N (1,8-octanediamine), C(C1=CC=CC=C1)=O (benzaldehyde). The reagents and catalysts are O=[Pt]=O (PtO2). Run in C(C)O (ethanol). The product is C1(=CC=CC=C1)CNCCCCCCCCNCC1=CC=CC=C1 (N,N'-Bis((phenyl)methyl)-1,8-octanediamine). As a reaction SMILES: [CH2:1]([NH2:10])[CH2:2][CH2:3][CH2:4][CH2:5][CH2:6][CH2:7][CH2:8][NH2:9].[CH:11](=O)[C:12]1[CH:17]=[CH:16][CH:15]=[CH:14][CH:13]=1>O=[Pt]=O.C(O)C>[C:12]1([CH2:11][NH:9][CH2:8][CH2:7][CH2:6][CH2:5][CH2:4][CH2:3][CH2:2][CH2:1][NH:10][CH2:11][C:12]2[CH:17]=[CH:16][CH:15]=[CH:14][CH:13]=2)[CH:17]=[CH:16][CH:15]=[CH:14][CH:13]=1. Procedure details: Combine 14.4 g (0.1 mol) of 1,8-octanediamine, 20.3 ml (0.2 mol) of benzaldehyde, 0.3 g PtO2 and 150 ml ethanol and treat the mixture with H2 at 45 lb/in2 in a shaker flask until no more gas is taken up. Remove the catalyst by filtration and remove the solvent at reduced pressure to yield the title compound. The reactants are N12C[C@@H](C(CC1)CC2)NC(=O)C=2SC(=CC2)C2=CC(=CC=C2)OC ((R)-N-(1-azabicyclo[2.2.2]oct-3-yl)(5-(3-methoxyphenyl)thiophene-2-carboxamide)), Br (hydrobromic acid), C([O-])([O-])=O.[Na+].[Na+] (sodium carbonate), C([O-])([O-])=O.[Na+].[Na+] (sodium carbonate), Cl (hydrogen chloride). Solvent: C(C)(=O)O (acetic acid). Product: hydrochloride salt, N12C[C@@H](C(CC1)CC2)NC(=O)C=2SC(=CC2)C2=CC(=CC=C2)O ((R)-N-(1-Azabicyclo[2.2.2]oct-3-yl)(5-(3-hydroxyphenyl)thiophene-2-carboxamide)). Yield: 3.7%. As a reaction SMILES: [N:1]12[CH2:8][CH2:7][CH:4]([CH2:5][CH2:6]1)[C@@H:3]([NH:9][C:10]([C:12]1[S:13][C:14]([C:17]3[CH:22]=[CH:21][CH:20]=[C:19]([O:23]C)[CH:18]=3)=[CH:15][CH:16]=1)=[O:11])[CH2:2]2.Br.C(=O)([O-])[O-].[Na+].[Na+].Cl>C(O)(=O)C>[N:1]12[CH2:6][CH2:5][CH:4]([CH2:7][CH2:8]1)[C@@H:3]([NH:9][C:10]([C:12]1[S:13][C:14]([C:17]3[CH:22]=[CH:21][CH:20]=[C:19]([OH:23])[CH:18]=3)=[CH:15][CH:16]=1)=[O:11])[CH2:2]2 |f:2.3.4|. Procedure details: To the (R)-N-(1-azabicyclo[2.2.2]oct-3-yl)(5-(3-methoxyphenyl)thiophene-2-carboxamide) (900 mg), 48% aqueous hydrobromic acid (10 mL) and glacial acetic acid (10 mL) were added. After heating under reflux for 4 h, saturated aqueous sodium carbonate and solid sodium carbonate were added to adjust to pH 10. The aqueous layer was extracted with chloroform and the combined extracts were dried over magnesium sulfate. After filtration and evaporation, residue was purified by flash chromatography using... Reactants: S(=O)(=O)(OCC)OCC (diethyl sulphate), ClC1=CC=C(C=C1)C1=CC=C(C=C1)OC(C(C(C)(C)C)=O)N1C=NC=C1 (1-(4'-chloro-4-biphenylyloxy)-3,3-dimethyl-1-(imidazol-1-yl)-butan-2-one), [OH-].[K+] (potassium hydroxide). The solvent is CS(=O)C (dimethylsulphoxide), O (water), O (water). Conditions: time 0.5 hour. The product is ClC1=CC=C(C=C1)C1=CC=C(C=C1)O\C(=C(/C(C)(C)C)\OCC)\N1C=NC=C1 ((E)-1-(4'-chloro-4-biphenylyloxy)-3,3-dimethyl-2-ethoxy-1-(imidazol-1-yl)-1-butene). The yield is 55.4%. Reaction SMILES: [OH-].[K+].[Cl:3][C:4]1[CH:9]=[CH:8][C:7]([C:10]2[CH:15]=[CH:14][C:13]([O:16][CH:17]([N:24]3[CH:28]=[CH:27][N:26]=[CH:25]3)[C:18](=[O:23])[C:19]([CH3:22])([CH3:21])[CH3:20])=[CH:12][CH:11]=2)=[CH:6][CH:5]=1.S(OCC)(O[CH2:33][CH3:34])(=O)=O>O.CS(C)=O>[Cl:3][C:4]1[CH:9]=[CH:8][C:7]([C:10]2[CH:11]=[CH:12][C:13]([O:16]/[C:17](/[N:24]3[CH:28]=[CH:27][N:26]=[CH:25]3)=[C:18](/[O:23][CH2:33][CH3:34])\[C:19]([CH3:22])([CH3:21])[CH3:20])=[CH:14][CH:15]=2)=[CH:6][CH:5]=1 |f:0.1|. Procedure: 6 g of potassium hydroxide, dissolved in a little water, are added dropwise to 36.85 g (0.1 mole) of 1-(4'-chloro-4-biphenylyloxy)-3,3-dimethyl-1-(imidazol-1-yl)-butan-2-one in 50 ml of dimethylsulphoxide. The mixture is subsequently stirred for a short time and 16 g (0.11 mole) of diethyl sulphate are then added dropwise. During this addition, the temperature of the reaction mixture is kept at about 40° C. and thereafter it was kept at 80° C. for 1/2 hour. It was allowed to cool, water is added... Reactants: C1(=CC=CC=C1)P(C1=CC=CC=C1)C1=CC=CC=C1 (triphenylphosphine), C([O-])([O-])=O.[Na+].[Na+] (sodium carbonate), IC1=C(N=C(N1CC(C)C)CCC)C#N (5-iodo-1-(2-methylpropyl)-2-propyl-1H-imidazole-4-carbonitrile), Cl.NC1=C(C=NC=C1)B(O)O (4-aminopyridin-3-ylboronic acid hydrochloride salt). RXN SMILES: C(=O)([O-])[O-].[Na+].[Na+].I[C:8]1[N:12]([CH2:13][CH:14]([CH3:16])[CH3:15])[C:11]([CH2:17][CH2:18][CH3:19])=[N:10][C:9]=1[C:20]#[N:21].Cl.[NH2:23][C:24]1[CH:29]=[CH:28][N:27]=[CH:26][C:25]=1B(O)O.C1(P(C2C=CC=CC=2)C2C=CC=CC=2)C=CC=CC=1>O.C(O)CC.C([O-])(=O)C.[Pd+2].C([O-])(=O)C>[CH3:15][CH:14]([CH3:16])[CH2:13][N:12]1[C:8]2[C:29]3[CH:28]=[N:27][CH:26]=[CH:25][C:24]=3[N:23]=[C:20]([NH2:21])[C:9]=2[N:10]=[C:11]1[CH2:17][CH2:18][CH3:19] |f:0.1.2,4.5,9.10.11|. The reagents and catalysts are C(C)(=O)[O-].[Pd+2].C(C)(=O)[O-] (Palladium (II) acetate). Yields the product CC(CN1C(=NC=2C(=NC=3C=CN=CC3C21)N)CCC)C (1-(2-methylpropyl)-2-propyl-1H-imidazo[4,5-c][1,6]naphthyridin-4-amine). Reported procedure: A solution of sodium carbonate (572 mg, 5.4 mmol) in deionized water (6 mL) was added to a solution of 5-iodo-1-(2-methylpropyl)-2-propyl-1H-imidazole-4-carbonitrile (634 mg, 2.0 mmol) and 4-aminopyridin-3-ylboronic acid hydrochloride salt (383 mg, 2.2 mmol) in n-propanol (15 mL), and nitrogen was bubbled through the resultant solution for 15 minutes. Palladium (II) acetate (22 mg, 0.1 mmol) and triphenylphosphine (79 mg, 0.3 mmol) were added. The reaction was evacuated and purged with nitrogen ... Run in O (water), C(CC)O (n-propanol). Yield: 37.1%.